From a dataset of the Open Reaction Database (ORD), a public repository of structured organic reaction records. describe an organic reaction: reactants, conditions, products, and yield Reactants: C(C1=CC=CC=C1)(C1=CC=CC=C1)(C1=CC=CC=C1)N1N=CC=2C=NC(=CC21)N (1-trityl-1H-pyrazolo[4,3-c]pyridin-6-amine), C1=CN(C=N1)C(=O)N2C=CN=C2 (CDI), CCN(C(C)C)C(C)C (DIEA), C1=CN(C=N1)C(=O)N2C=CN=C2 (CDI), N1C=NC=C1 (imidazole), FC1=CC=C(C=C1)[C@@H](C)N ((R)-1-(4-fluorophenyl)ethanamine). Solvent: O1CCOCC1 (1,4-dioxane), CCOC(=O)C (EtOAc). Run at temperature 50 celsius, time 4.5 hour. Product: FC1=CC=C(C=C1)[C@@H](C)NC(=O)NC1=CC2=C(C=N1)C=NN2C(C2=CC=CC=C2)(C2=CC=CC=C2)C2=CC=CC=C2 ((R)-1-(1-(4-fluorophenyl)ethyl)-3-(1-trityl-1H-pyrazolo[4,3-c]pyridin-6-yl)urea). Yield: 28.6%. RXN SMILES: [C:1]([N:20]1[C:28]2[CH:27]=[C:26]([NH2:29])[N:25]=[CH:24][C:23]=2[CH:22]=[N:21]1)([C:14]1[CH:19]=[CH:18][CH:17]=[CH:16][CH:15]=1)([C:8]1[CH:13]=[CH:12][CH:11]=[CH:10][CH:9]=1)[C:2]1[CH:7]=[CH:6][CH:5]=[CH:4][CH:3]=1.C1N=CN([C:35]([N:37]2C=N[CH:39]=[CH:38]2)=[O:36])C=1.CCN(C(C)C)C(C)C.N1C=CN=C1.[F:56][C:57]1[CH:62]=[CH:61][C:60]([C@H](N)C)=[CH:59][CH:58]=1>CCOC(C)=O.O1CCOCC1>[F:56][C:57]1[CH:62]=[CH:61][C:60]([C@H:38]([NH:37][C:35]([NH:29][C:26]2[N:25]=[CH:24][C:23]3[CH:22]=[N:21][N:20]([C:1]([C:2]4[CH:3]=[CH:4][CH:5]=[CH:6][CH:7]=4)([C:8]4[CH:13]=[CH:12][CH:11]=[CH:10][CH:9]=4)[C:14]4[CH:19]=[CH:18][CH:17]=[CH:16][CH:15]=4)[C:28]=3[CH:27]=2)=[O:36])[CH3:39])=[CH:59][CH:58]=1. Reported procedure: 1-trityl-1H-pyrazolo[4,3-c]pyridin-6-amine (301 mg, 0.8 mmol), CDI (519 mg, 3.2 mmol), DIEA (0.5 ml, 2.87 mmol and 1,4-dioxane (5 mL) were charged in a microwave vial. The mixture was stirred at 50° C. for 4.5 h. Additional CDI (519 mg, 3.2 mmol) and imidazole (218 mg, 3.20 mmol) were added, the mixture was stirred at 50° C. for 16 h and then treated with (R)-1-(4-fluorophenyl)ethanamine (536 mg, 3.85 mmol). The mixture was stirred at 50° C. for 2 h and then diluted with EtOAc washed with water,... Starting materials: [Br-].[Br-].[Br-].C(C1=CC=CC=C1)[N+](C)(C)C.C(C1=CC=CC=C1)[N+](C)(C)C.C(C1=CC=CC=C1)[N+](C)(C)C (Benzyltrimethylammonium tribromide), CC=1C=C(C=C(C1)C)NC(C)=O (N-(3,5-dimethyl-phenyl)-acetamide). The solvent is C(Cl)Cl.CO (CH2Cl2 MeOH). Reaction conditions: time 10 minute. Product: BrC1=C(C=C(C=C1C)NC(C)=O)C (N-(4-bromo-3,5-dimethyl-phenyl)-acetamide). Isolated yield 89.9%. RXN SMILES: [Br-:1].[Br-].[Br-].C([N+](C)(C)C)C1C=CC=CC=1.C([N+](C)(C)C)C1C=CC=CC=1.C([N+](C)(C)C)C1C=CC=CC=1.[CH3:37][C:38]1[CH:39]=[C:40]([NH:45][C:46](=[O:48])[CH3:47])[CH:41]=[C:42]([CH3:44])[CH:43]=1>C(Cl)Cl.CO>[Br:1][C:43]1[C:42]([CH3:44])=[CH:41][C:40]([NH:45][C:46](=[O:48])[CH3:47])=[CH:39][C:38]=1[CH3:37] |f:0.1.2.3.4.5,7.8|. Procedure details: Benzyltrimethylammonium tribromide (BTMA-Br3) (7.8 g, 20.21 mmol) was added to a solution of N-(3,5-dimethyl-phenyl)-acetamide (3.0 g, 18.38 mmol) in CH2Cl2/MeOH (90 ml/90 ml) at room temperature in an Ar atmosphere. The reaction mixture was stirred at room temperature for 10 minutes. The reaction mixture was concentrated under reduced pressure, and CH2Cl2 was then added to the resulting residue. The organic layer was washed with H2O, and then dried over anhydrous Na2SO4 and concentrated under r... The reactants are CC(C)(C)OC(=O)NC1=NC2(COC1)c1cc(Br)ccc1Oc1ccc(I)cc12, O=C(O)C(F)(F)F. Yields the product NC1=NC2(COC1)c1cc(Br)ccc1Oc1ccc(I)cc12. Reaction SMILES: [Br:1][c:2]1[cH:3][c:4]2[c:5]([cH:6][cH:7]1)[O:8][c:9]1[cH:10][cH:11][c:12]([I:29])[cH:13][c:14]1[C:15]21[CH2:16][O:17][CH2:18][C:19]([NH:21][C:22](=[O:23])[O:24][C:25]([CH3:26])([CH3:27])[CH3:28])=[N:20]1.[F:30][C:31]([F:32])([F:33])[C:34]([OH:35])=[O:36]>>[Br:1][c:2]1[cH:3][c:4]2[c:5]([cH:6][cH:7]1)[O:8][c:9]1[cH:10][cH:11][c:12]([I:29])[cH:13][c:14]1[C:15]21[CH2:16][O:17][CH2:18][C:19]([NH2:21])=[N:20]1. Reactants: C(=O)([O-])[O-].[K+].[K+] (K2CO3), BrC1=C(C=CC=C1)O (2-bromophenol), BrC/C=C/C(=O)OCC (ethyl 4-bromocrotonate). Run in CC(=O)C (acetone). Reaction conditions: temperature 22 celsius, time 5 hour. Yields the product BrC1=C(C=CC=C1)OCC=CC(=O)OCC (ethyl 4-(2-bromophenyloxy)but-2-enoate). The yield is 74.0%. As a reaction SMILES: C([O-])([O-])=O.[K+].[K+].[Br:7][C:8]1[CH:13]=[CH:12][CH:11]=[CH:10][C:9]=1[OH:14].Br[CH2:16]/[CH:17]=[CH:18]/[C:19]([O:21][CH2:22][CH3:23])=[O:20]>CC(C)=O>[Br:7][C:8]1[CH:13]=[CH:12][CH:11]=[CH:10][C:9]=1[O:14][CH2:16][CH:17]=[CH:18][C:19]([O:21][CH2:22][CH3:23])=[O:20] |f:0.1.2|. Procedure details: To an acetone solution containing pulverized anhydrous K2CO3 (5.58 g, 40.5 mmol) and 2-bromophenol (5.0 g, 28.9 mmol) was added ethyl 4-bromocrotonate (6.69 g, 34.7 mmol). The mixture was stirred at 22° C. for 5 h and filtered. The filtrate was concentrated in vacuo and treated with 5% NaHCO3 (~10 mL). The residue and aqueous phase were extracted with CH2Cl2 (3×). The combined organic extracts were dried with anhydrous MgSO4, filtered, and concentrated in vacuo to afford the title compound (6.10... The reactants are COC(CCCCCCCCCCN(C(C1=CC=C(C=C1)Cl)=O)C1=CC=C(C=C1)OC)=O (11-[4-chloro-N-(4-methoxyphenyl)-benzamido]-undecanoic acid methyl ester), [OH-].[Na+] (sodium hydroxide). Run in CO (methanol). Product: ClC1=CC=C(C(=O)N(C2=CC=C(C=C2)OC)CCCCCCCCCCC(=O)O)C=C1 (11-[4-Chloro-N-(4-methoxyphenyl)-benzamido]-undecanoic acid). As a reaction SMILES: C[O:2][C:3](=[O:32])[CH2:4][CH2:5][CH2:6][CH2:7][CH2:8][CH2:9][CH2:10][CH2:11][CH2:12][CH2:13][N:14]([C:24]1[CH:29]=[CH:28][C:27]([O:30][CH3:31])=[CH:26][CH:25]=1)[C:15](=[O:23])[C:16]1[CH:21]=[CH:20][C:19]([Cl:22])=[CH:18][CH:17]=1.[OH-].[Na+]>CO>[Cl:22][C:19]1[CH:18]=[CH:17][C:16]([C:15]([N:14]([CH2:13][CH2:12][CH2:11][CH2:10][CH2:9][CH2:8][CH2:7][CH2:6][CH2:5][CH2:4][C:3]([OH:32])=[O:2])[C:24]2[CH:29]=[CH:28][C:27]([O:30][CH3:31])=[CH:26][CH:25]=2)=[O:23])=[CH:21][CH:20]=1 |f:1.2|. Procedure: As described in example 1(b), the reaction is carried out with 31.2 g (68 mmol) of 11-[4-chloro-N-(4-methoxyphenyl)-benzamido]-undecanoic acid methyl ester, 4.4 g (0.11 mol) of sodium hydroxide and 200 cc. of methanol. Reaction time: 15 hours, reaction temperature: 25° C. The crude product is further purified chromatographically on silicic acid gel using chloroform as eluant. Reactants: COC(CNC(CCl)=O)OC (N-(2,2-Dimethoxyethyl)-2-chloroacetamide), C(CCO)O (1,3-propanediol), C=1(C(=CC=CC1)S(=O)(=O)O)C (toluenesulfonic acid). Reagents/catalysts: solution. Run in C(C)OCC (diethyl ether). Run at temperature 120 celsius. Product: O1C(OCCC1)CNC(CCl)=O (N-(1,3-dioxan-2-ylmethyl)-2-chloracetamide). Reaction SMILES: [CH3:1][O:2][CH:3]([O:10][CH3:11])[CH2:4][NH:5][C:6](=[O:9])[CH2:7][Cl:8].[CH2:12](O)CCO.C1(C)C(S(O)(=O)=O)=CC=CC=1>C(OCC)C>[O:10]1[CH2:11][CH2:12][CH2:1][O:2][CH:3]1[CH2:4][NH:5][C:6](=[O:9])[CH2:7][Cl:8]. Reported procedure: N-(2,2-Dimethoxyethyl)-2-chloroacetamide (18.2 grams; 0.1 mole), 1,3-propanediol (7.61 grams; 0.1 mole) and 10 drops of a solution of 1 gram of toluenesulfonic acid in 100 ml of diethyl ether were charged into a glass reaction vessel fitted with a mechanical stirrer, thermometer, distillation head and condenser. The mixture was stirred and heated at about 120° C. for a period of about 1 hour while byproduct methanol was distilled off. The mixture was cooled to room temperature, sodium carbonate ...